From a dataset of the Open Reaction Database (ORD), a public repository of structured organic reaction records. describe an organic reaction: reactants, conditions, products, and yield The reactants are COC=1C=C(C=CC1OC)C1=CC(N(C(N1C)=O)C)=NC1=CC=C(C=C1)O (3,4-dihydro-6-(3,4-dimethoxyphenyl)-1,3-dimethyl-4-(4-hydroxyphenylimino)-2(1H)-pyrimidinone), C([O-])([O-])=O.[K+].[K+] (potassium carbonate), C(Cl)C1CO1 (epichlorohydrin), C(Cl)C1CO1 (epichlorohydrin). The solvent is CC(=O)C (acetone). Yields the product COC=1C=C(C=CC1OC)C1=CC(N(C(N1C)=O)C)=NC1=CC=C(C=C1)OCC1CO1 (3,4-dihydro-6-(3,4-dimethoxyphenyl)-1,3-dimethyl-4-[4-(2,3-epoxypropoxy)phenylimino]-2(1H)-pyrimidinone). Reaction SMILES: [CH3:1][O:2][C:3]1[CH:4]=[C:5]([C:11]2[N:16]([CH3:17])[C:15](=[O:18])[N:14]([CH3:19])[C:13](=[N:20][C:21]3[CH:26]=[CH:25][C:24]([OH:27])=[CH:23][CH:22]=3)[CH:12]=2)[CH:6]=[CH:7][C:8]=1[O:9][CH3:10].C(=O)([O-])[O-].[K+].[K+].[CH2:34]([CH:36]1[O:38][CH2:37]1)Cl>CC(C)=O>[CH3:1][O:2][C:3]1[CH:4]=[C:5]([C:11]2[N:16]([CH3:17])[C:15](=[O:18])[N:14]([CH3:19])[C:13](=[N:20][C:21]3[CH:22]=[CH:23][C:24]([O:27][CH2:34][CH:36]4[O:38][CH2:37]4)=[CH:25][CH:26]=3)[CH:12]=2)[CH:6]=[CH:7][C:8]=1[O:9][CH3:10] |f:1.2.3|. Reported procedure: To a solution of 3,4-dihydro-6-(3,4-dimethoxyphenyl)-1,3-dimethyl-4-(4-hydroxyphenylimino)-2(1H)-pyrimidinone (1.5 g) in acetone (30 ml) was added potassium carbonate (0.56 g) and epichlorohydrin (0.32 ml). After the mixture was refluxed for 7 hours, an additional epichlorohydrin (1.6 ml) was added thereto, and further the mixture was refluxed for 38 hours. The resulting mixture was evaporated and chromatographed on silica-gel eluting with chloroform to give crude 3,4-dihydro-6-(3,4-dimethoxyphe... Starting materials: [BH3-]C#N, CC(=O)[O-], COC(C)(OC)C(C)=O, CO, Cl, [NH4+], [Na+]. The product is COC(C)(OC)C(C)N. As a reaction SMILES: [C:15](#[N:16])[BH3-:17].[CH3:11][C:12](=[O:13])[O-:14].[CH3:1][O:2][C:3]([C:4]([CH3:5])=[O:6])([CH3:7])[O:8][CH3:9].[CH3:20][OH:21].[ClH:19].[NH4+:10].[Na+:18]>>[CH3:1][O:2][C:3]([CH:4]([CH3:5])[NH2:16])([CH3:7])[O:8][CH3:9]. Reactants: O=C([O-])[O-], C1CCNCC1, CS(C)=O, O=C1c2ccc(F)cc2C(=O)c2cc3ccccc3cc21, [K+], [K+]. Reaction SMILES: [C:28](=[O:29])([O-:30])[O-:31].[CH2:22]1[CH2:23][CH2:24][NH:25][CH2:26][CH2:27]1.[CH3:34][S:35]([CH3:36])=[O:37].[F:1][c:2]1[cH:3][c:4]2[c:17]([cH:18][cH:19]1)[C:16](=[O:20])[c:15]1[c:6]([cH:7][c:8]3[cH:9][cH:10][cH:11][cH:12][c:13]3[cH:14]1)[C:5]2=[O:21].[K+:32].[K+:33]>>[c:2]1([N:25]2[CH2:24][CH2:23][CH2:22][CH2:27][CH2:26]2)[cH:3][c:4]2[c:17]([cH:18][cH:19]1)[C:16](=[O:20])[c:15]1[c:6]([cH:7][c:8]3[cH:9][cH:10][cH:11][cH:12][c:13]3[cH:14]1)[C:5]2=[O:21]. Yields the product O=C1c2ccc(N3CCCCC3)cc2C(=O)c2cc3ccccc3cc21. The reactants are C(C)OC(=O)C1(CCNCC1)CCOC (4-(2-methoxy-ethyl)-piperidine-4-carboxylic acid ethyl ester), FC(OC1=C(C=CC=C1)S(=O)(=O)Cl)(F)F (2-trifluoromethoxy-benzenesulfonyl chloride), IC1=CC=C(N)C=C1 (4-iodo-aniline). The product is IC1=CC=C(C=C1)N1C(C2(CC1)CCN(CC2)S(=O)(=O)C2=C(C=CC=C2)OC(F)(F)F)=O (2-(4-Iodo-phenyl)-8-(2-trifluoromethoxy-benzenesulfonyl)-2,8-diaza-spiro[4.5]decan-1-one). As a reaction SMILES: C(O[C:4]([C:6]1([CH2:12][CH2:13]OC)[CH2:11][CH2:10][NH:9][CH2:8][CH2:7]1)=[O:5])C.[F:16][C:17]([F:30])([F:29])[O:18][C:19]1[CH:24]=[CH:23][CH:22]=[CH:21][C:20]=1[S:25](Cl)(=[O:27])=[O:26].[I:31][C:32]1[CH:38]=[CH:37][C:35]([NH2:36])=[CH:34][CH:33]=1>>[I:31][C:32]1[CH:38]=[CH:37][C:35]([N:36]2[CH2:13][CH2:12][C:6]3([CH2:7][CH2:8][N:9]([S:25]([C:20]4[CH:21]=[CH:22][CH:23]=[CH:24][C:19]=4[O:18][C:17]([F:30])([F:29])[F:16])(=[O:27])=[O:26])[CH2:10][CH2:11]3)[C:4]2=[O:5])=[CH:34][CH:33]=1. Procedure details: White solid. MS (ESI): 571.0 (MH+). This example was prepared in analogy to example 1 step C) to D) from 4-(2-methoxy-ethyl)-piperidine-4-carboxylic acid ethyl ester (example 1 step B)), 2-trifluoromethoxy-benzenesulfonyl chloride and 4-iodo-aniline. Reactants: ClC=1C=CC=2N(N1)C=C(N2)C (6-chloro-2-methylimidazo[1,2-b]pyridazine), BrN1C(CCC1=O)=O (N-bromosuccinimide). Solvent: C(Cl)(Cl)Cl (chloroform). Reaction conditions: time 15 hour. The product is BrC1=C(N=C2N1N=C(C=C2)Cl)C (3-bromo-6-chloro-2-methylimidazo[1,2-b]pyridazine). Yield: 90.0%. As a reaction SMILES: [Cl:1][C:2]1[CH:3]=[CH:4][C:5]2[N:6]([CH:8]=[C:9]([CH3:11])[N:10]=2)[N:7]=1.[Br:12]N1C(=O)CCC1=O>C(Cl)(Cl)Cl>[Br:12][C:8]1[N:6]2[N:7]=[C:2]([Cl:1])[CH:3]=[CH:4][C:5]2=[N:10][C:9]=1[CH3:11]. Reported procedure: To a solution of 6-chloro-2-methylimidazo[1,2-b]pyridazine (2.00 g, 11.9 mmol, 1.0 equiv) in chloroform (50 mL) was added N-bromosuccinimide (2.55 g, 14.3 mmol, 1.2 equiv). The reaction was stirred at room temperature for 15 h. Purification by column chromatography using 50% ethyl acetate in hexanes elution gave 2.64 g of the yellow solid, 90%. As a reaction SMILES: [F:24][c:25]1[cH:26][cH:27][c:28]([CH3:34])[c:29]([C:30](=[O:31])[Cl:32])[cH:33]1.[NH2:1][c:2]1[cH:3][cH:4][c:5]([C:6](=[O:7])[N:8]2[c:9]3[c:10]([n:18][cH:19][cH:20][cH:21]3)-[c:11]3[c:12]([cH:15][n:16][nH:17]3)[CH2:13][CH2:14]2)[cH:22][cH:23]1>>[NH:1]([c:2]1[cH:3][cH:4][c:5]([C:6](=[O:7])[N:8]2[c:9]3[c:10]([n:18][cH:19][cH:20][cH:21]3)-[c:11]3[c:12]([cH:15][n:16][nH:17]3)[CH2:13][CH2:14]2)[cH:22][cH:23]1)[C:30]([c:29]1[c:28]([CH3:34])[cH:27][cH:26][c:25]([F:24])[cH:33]1)=[O:31]. The reactants are Cc1ccc(F)cc1C(=O)Cl, Nc1ccc(C(=O)N2CCc3cn[nH]c3-c3ncccc32)cc1. Yields the product Cc1ccc(F)cc1C(=O)Nc1ccc(C(=O)N2CCc3cn[nH]c3-c3ncccc32)cc1. Starting materials: [BH4-].[Li+] (Lithium borohydride), C(C)C(C(=O)OCC)(CCC1=CC=C(C=C1)OCCCCC1=CC=CC=C1)NC(=O)OC (ethyl 2-ethyl-2-methoxycarbonylamino-4-(4-(4-phenylbutyloxy)phenyl)butanoate), Cl (Hydrochloric acid), O (water). Solvent: O1CCCC1 (tetrahydrofuran). Conditions: time 8 hour. The product is C(C)C1(NC(OC1)=O)CCC1=CC=C(C=C1)OCCCCC1=CC=CC=C1 (4-Ethyl-4-(2-(4-(4-phenylbutyloxy)phenyl)ethyl)oxazolidin-2-one). Isolated yield 64.4%. RXN SMILES: [BH4-].[Li+].[CH2:3]([C:5]([NH:30][C:31]([O:33][CH3:34])=[O:32])([CH2:11][CH2:12][C:13]1[CH:18]=[CH:17][C:16]([O:19][CH2:20][CH2:21][CH2:22][CH2:23][C:24]2[CH:29]=[CH:28][CH:27]=[CH:26][CH:25]=2)=[CH:15][CH:14]=1)C(OCC)=O)[CH3:4].Cl.O>O1CCCC1>[CH2:3]([C:5]1([CH2:11][CH2:12][C:13]2[CH:14]=[CH:15][C:16]([O:19][CH2:20][CH2:21][CH2:22][CH2:23][C:24]3[CH:29]=[CH:28][CH:27]=[CH:26][CH:25]=3)=[CH:17][CH:18]=2)[CH2:34][O:33][C:31](=[O:32])[NH:30]1)[CH3:4] |f:0.1|. Procedure details: Lithium borohydride (0.83 g) was added to a solution of ethyl 2-ethyl-2-methoxycarbonylamino-4-(4-(4-phenylbutyloxy)phenyl)butanoate (5.6 g) in tetrahydrofuran (130 ml) and the mixture was refluxed under heating for 4 hours and allowed to stand at room temperature overnight. 2M Hydrochloric acid (11 ml) and water (400 ml) were added to the reaction mixture under ice-cooling and the mixture was extracted with ethyl acetate. The ethyl acetate layer was washed with a saturated brine, dried over anh...